Dataset: the Open Reaction Database (ORD), a public repository of structured organic reaction records. Task: describe an organic reaction: reactants, conditions, products, and yield Starting materials: N=1N(N=C2C1C=CC=C2)C2=C(C(=CC(=C2)CCCO)CN(CC)CC)O (2-(2H-benzotriazole-2-yl)-4-(3-hydroxypropyl)-6-(N,N-diethylaminomethyl)phenol), purified product, N=1N(N=C2C1C=CC=C2)C2=C(C=CC(=C2)CCCO)O (2-(2H-benzotriazole-2-yl)-4-(3-hydroxypropyl)phenol), CO (methanol), C[O-].[Na+] (sodium methylate). Run in C=1(C(=CC=CC1)C)C (xylene). Product: C(C1=C(C(=CC(=C1)CCCO)N1N=C2C(=N1)C=CC=C2)O)C2=C(C(=CC(=C2)CCCO)N2N=C1C(=N2)C=CC=C1)O (2,2'-methylenebis[6-(2H-benzotriazole-2-yl)-4-(3-hydroxypropyl)phenol]). Yield: 61.2%. Reaction SMILES: [N:1]1[N:2]([C:10]2[CH:15]=[C:14]([CH2:16][CH2:17][CH2:18][OH:19])[CH:13]=[C:12]([CH2:20]N(CC)CC)[C:11]=2[OH:26])[N:3]=[C:4]2[CH:9]=[CH:8][CH:7]=[CH:6][C:5]=12.[N:27]1[N:28]([C:36]2[CH:41]=[C:40]([CH2:42][CH2:43][CH2:44][OH:45])[CH:39]=[CH:38][C:37]=2[OH:46])[N:29]=[C:30]2[CH:35]=[CH:34][CH:33]=[CH:32][C:31]=12.CO.C[O-].[Na+]>C1(C)C(C)=CC=CC=1>[CH2:20]([C:12]1[CH:13]=[C:14]([CH2:16][CH2:17][CH2:18][OH:19])[CH:15]=[C:10]([N:2]2[N:3]=[C:4]3[CH:9]=[CH:8][CH:7]=[CH:6][C:5]3=[N:1]2)[C:11]=1[OH:26])[C:38]1[CH:39]=[C:40]([CH2:42][CH2:43][CH2:44][OH:45])[CH:41]=[C:36]([N:28]2[N:29]=[C:30]3[CH:35]=[CH:34][CH:33]=[CH:32][C:31]3=[N:27]2)[C:37]=1[OH:46] |f:3.4|. Procedure: In 100 ml of xylene were dissolved 35.9 g (97.0 mmols) of crude 2-(2H-benzotriazole-2-yl)-4-(3-hydroxypropyl)-6-(N,N-diethylaminomethyl)phenol synthesized in Example 11 and 26.1 g (97.0 mmols) of the purified product of 2-(2H-benzotriazole-2-yl)-4-(3-hydroxypropyl)phenol synthesized in Example 6. 5 ml of a methanol solution of 28% sodium methylate was added, and the mixture was refluxed in a nitrogen stream for 10 hours. The subsequent treatment was carried out in the same manner as in Example 1... The reactants are CC(=O)OC(C)=O, O=CO, C=CCC(N)(C(=O)OCC)c1ccc(Cl)c(Cl)c1, C1CCOC1. The product is C=CCC(NC=O)(C(=O)OCC)c1ccc(Cl)c(Cl)c1. RXN SMILES: [CH3:4][C:5]([O:6][C:7](=[O:8])[CH3:9])=[O:10].[CH:1](=[O:2])[OH:3].[NH2:11][C:12]([C:13](=[O:14])[O:15][CH2:16][CH3:17])([CH2:18][CH:19]=[CH2:20])[c:21]1[cH:22][c:23]([Cl:28])[c:24]([Cl:27])[cH:25][cH:26]1.[O:29]1[CH2:30][CH2:31][CH2:32][CH2:33]1>>[CH:1](=[O:2])[NH:11][C:12]([C:13](=[O:14])[O:15][CH2:16][CH3:17])([CH2:18][CH:19]=[CH2:20])[c:21]1[cH:22][c:23]([Cl:28])[c:24]([Cl:27])[cH:25][cH:26]1. Reactants: CN1N=C(C(=C1)C=CC(=O)Cl)[N+](=O)[O-] (3-(1-methyl-3-nitro-4-pyrazolyl)-acrylic acid chloride), CO (methanol). Yields the product CN1N=C(C(=C1)C=CC(=O)OC)[N+](=O)[O-] (Methyl 3-(1-methyl-3-nitro-4-pyrazolyl)-acrylate). RXN SMILES: [CH3:1][N:2]1[CH:6]=[C:5]([CH:7]=[CH:8][C:9](Cl)=[O:10])[C:4]([N+:12]([O-:14])=[O:13])=[N:3]1.[CH3:15][OH:16]>>[CH3:1][N:2]1[CH:6]=[C:5]([CH:7]=[CH:8][C:9]([O:16][CH3:15])=[O:10])[C:4]([N+:12]([O-:14])=[O:13])=[N:3]1. Reported procedure: The same product is obtained when 0.22 g. of the 3-(1-methyl-3-nitro-4-pyrazolyl)-acrylic acid chloride described in Example 2 is allowed to react in 1.8 ml. methanol for 30 minutes at ambient temperature and the resultant crystals filtered off with suction.